From a dataset of the Open Reaction Database (ORD), a public repository of structured organic reaction records. describe an organic reaction: reactants, conditions, products, and yield Conditions: time 15 minute. Reactants: C(C)(C)(C)OC(CC[C@H]1CCC([C@@H]1CCCCCCC(=O)OCC)=O)CCCCC (15-(tert-butoxy)-9-oxoprostanoic acid, ethyl ester), FC(C(=O)O)(F)F (trifluoroacetic acid), product. Reported procedure: A solution of 25 g. of 15-(tert-butoxy)-9-oxoprostanoic acid, ethyl ester in 100 ml. of trifluoroacetic acid is stirred in an ice bath for 1 hour and is then poured into 500 ml. of ice water and extracted several times with chloroform. The combined chloroform extracts are washed with saturated sodium bicarbonate solution, saturated sodium chloride solution, dried with anhydrous magnesium sulfate, and taken to dryness. The resulting oil is dissolved in 200 ml. of 1 N ammonium hydroxide in ethanol... Reaction SMILES: C([O:5][CH:6]([CH2:26][CH2:27][CH2:28][CH2:29][CH3:30])[CH2:7][CH2:8][C@@H:9]1[C@@H:13]([CH2:14][CH2:15][CH2:16][CH2:17][CH2:18][CH2:19][C:20]([O:22][CH2:23][CH3:24])=[O:21])[C:12](=[O:25])[CH2:11][CH2:10]1)(C)(C)C.FC(F)(F)C(O)=O>>[OH:5][CH:6]([CH2:26][CH2:27][CH2:28][CH2:29][CH3:30])[CH2:7][CH2:8][C@@H:9]1[C@@H:13]([CH2:14][CH2:15][CH2:16][CH2:17][CH2:18][CH2:19][C:20]([O:22][CH2:23][CH3:24])=[O:21])[C:12](=[O:25])[CH2:11][CH2:10]1. Product: OC(CC[C@H]1CCC([C@@H]1CCCCCCC(=O)OCC)=O)CCCCC (15-hydroxy-9-oxoprostanoic acid, ethyl ester). Product: COC(=O)[C@H]1N(C[C@@H](C1)S(=O)(=O)CC1CC1)C=1N(N=C(C1)C)C1=CC(=NC=C1)Cl ((2S,4R)-1-[2-(2-Chloro-pyridin-4-yl)-5-methyl-2H-pyrazol-3-yl]-4-cyclopropylmethanesulfonyl-pyrrolidine-2-carboxylic acid methyl ester). Reactants: COC(=O)[C@H]1N(C[C@@H](C1)S(=O)(=O)CC1CC1)C(CC(C)=O)=S ((2S,4R)-4-cyclopropylmethanesulfonyl-1-(3-oxo-thiobutyryl)-pyrrolidine-2-carboxylic acid methyl ester), ClC1=NC=CC(=C1)NN ((2-chloro-pyridin-4-yl)-hydrazine). Reaction SMILES: [CH3:1][O:2][C:3]([C@@H:5]1[CH2:9][C@@H:8]([S:10]([CH2:13][CH:14]2[CH2:16][CH2:15]2)(=[O:12])=[O:11])[CH2:7][N:6]1[C:17](=S)[CH2:18][C:19](=O)[CH3:20])=[O:4].[Cl:23][C:24]1[CH:29]=[C:28]([NH:30][NH2:31])[CH:27]=[CH:26][N:25]=1>>[CH3:1][O:2][C:3]([C@@H:5]1[CH2:9][C@@H:8]([S:10]([CH2:13][CH:14]2[CH2:16][CH2:15]2)(=[O:12])=[O:11])[CH2:7][N:6]1[C:17]1[N:30]([C:28]2[CH:27]=[CH:26][N:25]=[C:24]([Cl:23])[CH:29]=2)[N:31]=[C:19]([CH3:20])[CH:18]=1)=[O:4]. Procedure: In analogy to the procedure described in example 192 h, (2S,4R)-4-cyclopropylmethanesulfonyl-1-(3-oxo-thiobutyryl)-pyrrolidine-2-carboxylic acid methyl ester (example 445c) was reacted with (2-chloro-pyridin-4-yl)-hydrazine (CAS Reg. No. 700811-29-6) to give the title compound as brown solid. MS (ESI): m/z=439.4 [M+H]+.